The task is: describe an organic reaction: reactants, conditions, products, and yield. This data is from the Open Reaction Database (ORD), a public repository of structured organic reaction records. Reactants: C(C)N1C(CC(C2=CC(=C(C=C12)C=1C=C(C=O)C=CC1OC(F)(F)F)C)(C)C)=O (3-(1-Ethyl-4,4,6-trimethyl-2-oxo-1,2,3,4-tetrahydro-quinolin-7-yl)-4-trifluoromethoxy-benzaldehyde), 20C, C(C)C(/C(=C(/C(=O)[O-])\CC)/CC)P(=O)(O)O (triethyl-4-phosphonocrotonate). Yields the product C(C)N1C(CC(C2=CC(=C(C=C12)C=1C=C(C=CC1OC(F)(F)F)C=CC=CC(=O)O)C)(C)C)=O (5-[3-(1-Ethyl-4,4,6-trimethyl-2-oxo-1,2,3,4-tetrahydro-quinolin-7-yl)-4-trifluoromethoxy-phenyl]-penta-2,4-dienoic acid). Reaction SMILES: [CH2:1]([N:3]1[C:12]2[C:7](=[CH:8][C:9]([CH3:26])=[C:10]([C:13]3[CH:14]=[C:15]([CH:18]=[CH:19][C:20]=3[O:21][C:22]([F:25])([F:24])[F:23])C=O)[CH:11]=2)[C:6]([CH3:28])([CH3:27])[CH2:5][C:4]1=[O:29])[CH3:2].[CH2:30]([CH:32](P(O)(O)=O)/[C:33](/CC)=[C:34](\CC)/[C:35]([O-:37])=[O:36])C>>[CH2:1]([N:3]1[C:12]2[C:7](=[CH:8][C:9]([CH3:26])=[C:10]([C:13]3[CH:14]=[C:15]([CH:30]=[CH:32][CH:33]=[CH:34][C:35]([OH:37])=[O:36])[CH:18]=[CH:19][C:20]=3[O:21][C:22]([F:24])([F:25])[F:23])[CH:11]=2)[C:6]([CH3:28])([CH3:27])[CH2:5][C:4]1=[O:29])[CH3:2]. Procedure: Compound 24 was prepared from Compound 2A using procedures similar to those described for Example 20B and 20C, except using triethyl-4-phosphonocrotonate in step 20B. MS (electrospray): mass calculated for C26H26F3NO4, 473.18; m/z found 474.2 [M+H]+.